Dataset: the Open Reaction Database (ORD), a public repository of structured organic reaction records. Task: describe an organic reaction: reactants, conditions, products, and yield Procedure: 9.0 g of benzyltriphenylphosphonium chloride and 2.6 g of KOtBu were stirred at RT for 4 h in 80 ml of anhydrous THF. 3.0 g of 4'-formylbiphenyl-2-sulfonamide were then added and the mixture was stirred at RT for 20 h. 200 ml of a saturated aqueous NaHCO3 solution were added and the mixture was extracted 2 times using 200 ml of EA each time. The organic phase was dried over Na2SO4 and the solvent was removed in vacuo. Chromatography on silica gel using DIP/HEP 1:2 yielded 600 mg of cis-4'-styryl... As a reaction SMILES: [CH3:1][C:2]([O-])([CH3:4])[CH3:3].[K+].[CH:7]([C:9]1[CH:14]=[CH:13][C:12]([C:15]2[C:16]([S:21]([NH2:24])(=[O:23])=[O:22])=[CH:17][CH:18]=[CH:19][CH:20]=2)=[CH:11][CH:10]=1)=O.C([O-])(O)=O.[Na+].[CH2:30]1[CH2:34]OC[CH2:31]1>[Cl-].C([P+](C1C=CC=CC=1)(C1C=CC=CC=1)C1C=CC=CC=1)C1C=CC=CC=1>[CH:7](/[C:9]1[CH:14]=[CH:13][C:12]([C:15]2[C:16]([S:21]([NH2:24])(=[O:23])=[O:22])=[CH:17][CH:18]=[CH:19][CH:20]=2)=[CH:11][CH:10]=1)=[CH:1]/[C:2]1[CH:4]=[CH:34][CH:30]=[CH:31][CH:3]=1 |f:0.1,3.4,6.7|. Reagents/catalysts: [Cl-].C(C1=CC=CC=C1)[P+](C1=CC=CC=C1)(C1=CC=CC=C1)C1=CC=CC=C1 (benzyltriphenylphosphonium chloride). Conditions: time 20 hour. Product: C(=C/C1=CC=CC=C1)/C1=CC=C(C=C1)C=1C(=CC=CC1)S(=O)(=O)N (cis-4'-styrylbiphenyl-2-sulfonamide). Starting materials: C(=O)C1=CC=C(C=C1)C=1C(=CC=CC1)S(=O)(=O)N (4'-formylbiphenyl-2-sulfonamide), C(=O)(O)[O-].[Na+] (NaHCO3), CC(C)(C)[O-].[K+] (KOtBu), C1CCOC1 (THF).